From a dataset of the Open Reaction Database (ORD), a public repository of structured organic reaction records. describe an organic reaction: reactants, conditions, products, and yield The reactants are polyether, Cl (HCl), C=CCOCCOCCOCCOCCOCCOCCOCCOCCO (CH2═CHCH2(OCH2CH2)8OH), ClCC(=O)Cl (chloroacetic acid chloride). Procedure details: 205.3 g (0.5 mol) of a molar-mass distributed polyether having the average structure CH2═CHCH2(OCH2CH2)8OH were placed under nitrogen at room temperature. Within 30 minutes, 63.4 g (0.55 mol) chloroacetic acid chloride were added dropwise, under intense stirring. During the dropwise addition, the temperature increased to 67° C., and an intensive formation of HCl set in. Upon completion of the dropwise addition, the batch was heated to 120° C. for 40 minutes. Finally all constituents boiling at u... Yields the product C=CCOCCOCCOCCOCCOCCOCCOCCOCCOC(=O)CCl (CH2═CHCH2(OCH2CH2)8OC(O)CH2Cl). Conditions: temperature 67 celsius, time 30 minute. Reaction SMILES: [CH2:1]=[CH:2][CH2:3][O:4][CH2:5][CH2:6][O:7][CH2:8][CH2:9][O:10][CH2:11][CH2:12][O:13][CH2:14][CH2:15][O:16][CH2:17][CH2:18][O:19][CH2:20][CH2:21][O:22][CH2:23][CH2:24][O:25][CH2:26][CH2:27][OH:28].[Cl:29][CH2:30][C:31](Cl)=[O:32].Cl>>[CH2:1]=[CH:2][CH2:3][O:4][CH2:5][CH2:6][O:7][CH2:8][CH2:9][O:10][CH2:11][CH2:12][O:13][CH2:14][CH2:15][O:16][CH2:17][CH2:18][O:19][CH2:20][CH2:21][O:22][CH2:23][CH2:24][O:25][CH2:26][CH2:27][O:28][C:31]([CH2:30][Cl:29])=[O:32]. Starting materials: C(C)N(CC)S(F)(F)F (diethylaminosulphur trifluoride), FC(C(CCCC1=CC(=CC=C1)OC1=CC=CC=C1)(C1=CC=C(C=C1)OC(F)(F)F)O)(F)F (1,1,1-trifluoro-2-hydroxy-2-(4-trifluoromethoxyphenyl)-5-(3-phenoxyphenyl)pentane), O (water). The solvent is ClCCl (dichloromethane). Run at time 20 minute. Yields the product FC(C(CCCC1=CC(=CC=C1)OC1=CC=CC=C1)(C1=CC=C(C=C1)OC(F)(F)F)F)(F)F (1,1,1,2-tetrafluoro-2-(4-trifluoromethoxyphenyl)-5-(3-phenoxyphenyl)pentane). RXN SMILES: [F:1][C:2]([F:33])([F:32])[C:3](O)([C:20]1[CH:25]=[CH:24][C:23]([O:26][C:27]([F:30])([F:29])[F:28])=[CH:22][CH:21]=1)[CH2:4][CH2:5][CH2:6][C:7]1[CH:12]=[CH:11][CH:10]=[C:9]([O:13][C:14]2[CH:19]=[CH:18][CH:17]=[CH:16][CH:15]=2)[CH:8]=1.C(N(S(F)(F)[F:40])CC)C.O>ClCCl>[F:1][C:2]([F:33])([F:32])[C:3]([F:40])([C:20]1[CH:25]=[CH:24][C:23]([O:26][C:27]([F:30])([F:29])[F:28])=[CH:22][CH:21]=1)[CH2:4][CH2:5][CH2:6][C:7]1[CH:12]=[CH:11][CH:10]=[C:9]([O:13][C:14]2[CH:19]=[CH:18][CH:17]=[CH:16][CH:15]=2)[CH:8]=1. Reported procedure: A solution of 1,1,1-trifluoro-2-hydroxy-2-(4-trifluoromethoxyphenyl)-5-(3-phenoxyphenyl)pentane (0.18 g) in dichloromethane (6 cm3) was cooled to -78° C. and diethylaminosulphur trifluoride (0.1 g) was added. The mixture was allowed to warm to room temperature, stirred for a further 20 minutes and poured into water. The products were extracted into dichloromethane. The combined organic extracts were dried and the solvent evaporated under reduced pressure to leave an oil. The oil was purified by ...